Dataset: the Open Reaction Database (ORD), a public repository of structured organic reaction records. Task: describe an organic reaction: reactants, conditions, products, and yield The reactants are [OH-].[Li+] (Lithium hydroxide), ClCCl (Dichloromethane), ClC1=CC2=C(N(C(=N2)CN2C(N(C3=C2C=NC=C3)CC(=O)OC(C)(C)C)=O)CCCCF)C=C1 (tert-butyl (3-{[5-chloro-1-(4-fluorobutyl)-1H-benzimidazol-2-yl]methyl}-2-oxo-2,3-dihydro-1H-imidazo[4,5-c]pyridin-1-yl)acetate), Cl (HCl). Solvent: O1CCCC1.O (tetrahydrofuran water), O (water). Run at time 16 hour. Yields the product ClC1=CC2=C(N(C(=N2)CN2C(N(C3=C2C=NC=C3)CC(=O)O)=O)CCCCF)C=C1 ((3-{[5-chloro-1-(4-fluorobutyl)-1H-benzimidazol-2-yl]methyl}-2-oxo-2,3-dihydro-1H-imidazo[4,5-c]pyridin-1-yl)acetic acid). Isolated yield 106.2%. Reaction SMILES: [Cl:1][C:2]1[CH:34]=[CH:33][C:5]2[N:6]([CH2:28][CH2:29][CH2:30][CH2:31][F:32])[C:7]([CH2:9][N:10]3[C:14]4[CH:15]=[N:16][CH:17]=[CH:18][C:13]=4[N:12]([CH2:19][C:20]([O:22]C(C)(C)C)=[O:21])[C:11]3=[O:27])=[N:8][C:4]=2[CH:3]=1.[OH-].[Li+].Cl.ClCCl>O1CCCC1.O.O>[Cl:1][C:2]1[CH:34]=[CH:33][C:5]2[N:6]([CH2:28][CH2:29][CH2:30][CH2:31][F:32])[C:7]([CH2:9][N:10]3[C:14]4[CH:15]=[N:16][CH:17]=[CH:18][C:13]=4[N:12]([CH2:19][C:20]([OH:22])=[O:21])[C:11]3=[O:27])=[N:8][C:4]=2[CH:3]=1 |f:1.2,5.6|. Procedure: In a 100 mL dry flask, tert-butyl (3-{[5-chloro-1-(4-fluorobutyl)-1H-benzimidazol-2-yl]methyl}-2-oxo-2,3-dihydro-1H-imidazo[4,5-c]pyridin-1-yl)acetate (P33) (1.74 g, 3.49 mmol) was dissolved in 50 mL tetrahydrofuran/water mixture (3/1). Lithium hydroxide (167.3 mg, 6.98 mmol, 2 eq.) was added to the solution and the mixture was stirred for 16 hours at room temperature. The reaction mixture was diluted with water (20 mL) followed by the addition of aqueous HCl (1M) until the pH was approximately ... The reactants are O=C([O-])[O-], CN(CC1CCNC1)c1nc2ccc(NC(=O)c3ccc(-c4ccc(F)cc4)cc3)cc2s1, CCOC(C)=O, CC(C)I, [K+], [K+], CN(C)C=O. Yields the product CC(C)N1CCC(CN(C)c2nc3ccc(NC(=O)c4ccc(-c5ccc(F)cc5)cc4)cc3s2)C1. RXN SMILES: [C:38](=[O:39])([O-:40])[O-:41].[CH3:1][N:2]([c:3]1[s:4][c:5]2[c:6]([n:7]1)[cH:8][cH:9][c:10]([NH:12][C:13](=[O:14])[c:15]1[cH:16][cH:17][c:18](-[c:21]3[cH:22][cH:23][c:24]([F:27])[cH:25][cH:26]3)[cH:19][cH:20]1)[cH:11]2)[CH2:28][CH:29]1[CH2:30][NH:31][CH2:32][CH2:33]1.[CH3:44][CH2:45][O:46][C:47](=[O:48])[CH3:49].[I:34][CH:35]([CH3:36])[CH3:37].[K+:42].[K+:43].[O:50]=[CH:51][N:52]([CH3:53])[CH3:54]>>[CH3:1][N:2]([c:3]1[s:4][c:5]2[c:6]([n:7]1)[cH:8][cH:9][c:10]([NH:12][C:13](=[O:14])[c:15]1[cH:16][cH:17][c:18](-[c:21]3[cH:22][cH:23][c:24]([F:27])[cH:25][cH:26]3)[cH:19][cH:20]1)[cH:11]2)[CH2:28][CH:29]1[CH2:30][N:31]([CH:35]([CH3:36])[CH3:37])[CH2:32][CH2:33]1.